Dataset: the Open Reaction Database (ORD), a public repository of structured organic reaction records. Task: describe an organic reaction: reactants, conditions, products, and yield The solvent is O(C)C1CCCC1. Starting materials: O=C(OC)C1=CC=CC(=C1)C(=O)OC. The reagents and catalysts are O1B(OC(C)(C)C1(C)C)B2OC(C)(C)C(O2)(C)C, N=1C=CC=CC1N2B(NC=3C=CC=CC32)B4NC=5C=CC=CC5N4C6=NC=CC=C6, C[OH2+].C[OH2+].C1CC=CCCC=C1.C1CC=CCCC=C1.[Ir].[Ir]. Product: O=C(OC)C1=CC(=CC(=C1)C(=O)OC)B2OC(C)(C)C(O2)(C)C. Reported procedure: The general procedure A was followed using dimethyl isophthalate (97.1 mg, 0.5 mmol) and B2pin2 (126.9 mg, 0.5 mmol, 1.0 eq.) as starting material. The resulting mixture was allowed to stir 16 hours at 100 oC. 5k was obtained as white solid (151.1 mg, 95%) after purification by silica gel flash chromatography (EtOAc/PE=1:15 v/v). m.p.: 126-127 oC. Run at temperature 100 celsius, time 16 hour. The yield is 95.0%. Procedure details: To a solution of (5S,6S,7R,8S)-6,7,8-tris-benzyloxy-5-[4-chloro-3-(4-ethoxy-benzyl)-phenyl]-4-oxa-spiro[2.5]octane-1-carboxylic acid ethyl ester (350 mg, 0.46 mmole) in dry tetrahydrofuran (5 mL), lithium aluminium hydride (36 mg, 9.3 mmole) was added at 0° C. and stirred for 4 hours. The excess lithium aluminium hydride was decomposed by adding saturated aqueous sodium sulfate and extracted with Ethyl acetate (3×15 mL). The crude product obtained after the removal of solvent furnished 300 mg mi... Isolated yield 97.2%. RXN SMILES: C([O:3][C:4]([CH:6]1[C:8]2([C@@H:13]([O:14][CH2:15][C:16]3[CH:21]=[CH:20][CH:19]=[CH:18][CH:17]=3)[C@H:12]([O:22][CH2:23][C:24]3[CH:29]=[CH:28][CH:27]=[CH:26][CH:25]=3)[C@@H:11]([O:30][CH2:31][C:32]3[CH:37]=[CH:36][CH:35]=[CH:34][CH:33]=3)[C@H:10]([C:38]3[CH:43]=[CH:42][C:41](Cl)=[C:40]([CH2:45][C:46]4[CH:51]=[CH:50][C:49]([O:52][CH2:53][CH3:54])=[CH:48][CH:47]=4)[CH:39]=3)[O:9]2)[CH2:7]1)=O)C.[H-].[Al+3].[Li+].[H-].[H-].[H-].S([O-])([O-])(=O)=O.[Na+].[Na+]>O1CCCC1>[CH2:31]([O:30][C@@H:11]1[C@@H:12]([O:22][CH2:23][C:24]2[CH:29]=[CH:28][CH:27]=[CH:26][CH:25]=2)[C@H:13]([O:14][CH2:15][C:16]2[CH:21]=[CH:20][CH:19]=[CH:18][CH:17]=2)[C:8]2([CH:6]([CH2:4][OH:3])[CH2:7]2)[O:9][C@H:10]1[C:38]1[CH:43]=[CH:42][CH:41]=[C:40]([CH2:45][C:46]2[CH:51]=[CH:50][C:49]([O:52][CH2:53][CH3:54])=[CH:48][CH:47]=2)[CH:39]=1)[C:32]1[CH:37]=[CH:36][CH:35]=[CH:34][CH:33]=1 |f:1.2.3.4.5.6,7.8.9|. Run at time 4 hour. The reactants are C(C)OC(=O)C1CC12O[C@H]([C@@H]([C@H]([C@@H]2OCC2=CC=CC=C2)OCC2=CC=CC=C2)OCC2=CC=CC=C2)C2=CC(=C(C=C2)Cl)CC2=CC=C(C=C2)OCC ((5S,6S,7R,8S)-6,7,8-tris-benzyloxy-5-[4-chloro-3-(4-ethoxy-benzyl)-phenyl]-4-oxa-spiro[2.5]octane-1-carboxylic acid ethyl ester), [H-].[Al+3].[Li+].[H-].[H-].[H-] (lithium aluminium hydride), S(=O)(=O)([O-])[O-].[Na+].[Na+] (sodium sulfate), [H-].[Al+3].[Li+].[H-].[H-].[H-] (lithium aluminium hydride). The solvent is O1CCCC1 (tetrahydrofuran). The product is C(C1=CC=CC=C1)O[C@H]1[C@@H](OC2(CC2CO)[C@H]([C@@H]1OCC1=CC=CC=C1)OCC1=CC=CC=C1)C1=CC(=CC=C1)CC1=CC=C(C=C1)OCC ({(5S,6S,7R,8S)-6,7,8-Tris-benzyloxy-5-[3-(4-ethoxy-benzyl)-phenyl]-4-oxa-spiro[2.5]oct-1-yl}-methanol). The reactants are N1CCNCCC1 (1,4-diazacycloheptane), FC1=CC=C(C=C1)C(CCCBr)C1=CC=C(C=C1)F (4,4-bis(4-fluorophenyl)butyl bromide), [I-].[K+] (potassium iodide). The solvent is CN(C=O)C (dimethylformamide), C(Cl)Cl (methylene chloride). The product is FC1=CC=C(C=C1)C(CCCN1CCNCCC1)C1=CC=C(C=C1)F (1-[4,4-bis(4-fluorophenyl)butyl]homopiperazine). As a reaction SMILES: [NH:1]1[CH2:7][CH2:6][CH2:5][NH:4][CH2:3][CH2:2]1.[F:8][C:9]1[CH:14]=[CH:13][C:12]([CH:15]([C:20]2[CH:25]=[CH:24][C:23]([F:26])=[CH:22][CH:21]=2)[CH2:16][CH2:17][CH2:18]Br)=[CH:11][CH:10]=1.[I-].[K+]>CN(C)C=O.C(Cl)Cl>[F:8][C:9]1[CH:10]=[CH:11][C:12]([CH:15]([C:20]2[CH:21]=[CH:22][C:23]([F:26])=[CH:24][CH:25]=2)[CH2:16][CH2:17][CH2:18][N:1]2[CH2:7][CH2:6][CH2:5][NH:4][CH2:3][CH2:2]2)=[CH:13][CH:14]=1 |f:2.3|. Procedure: 24 g (0.24 mol) of 1,4-diazacycloheptane, 7.8 g (0.024 mol) of 4,4-bis(4-fluorophenyl)butyl bromide and 0.14 g of potassium iodide were stirred in 60 ml of dimethylformamide at room temperature for 4 hours. The solvent was stripped off in vacuo, the residue was taken up in methylene chloride, the mixture was extracted by shaking with 2N HCl, the acid phase was brought to pH 11 with concentrated NaOH and extracted with methylene chloride and the extracts were dried and concentrated. Starting materials: Cc1ccc(CC(=O)O)cc1, CSc1cccc(N)c1. Reagents/catalysts: COC1=NC(=NC(=N1)Cl)Cl (2,4-Dichloro-6-methoxy-1,3,5-triazine), CCN(C(C)C)C(C)C (DIPEA). The solvent is CN(C)C=O (DMF), CN(C)C=O (DMF), CN(C)C=O (DMF), CN(C)C=O (DMF), CN(C)C=O (DMF), CN(C)C=O (DMF). Run at temperature 25 celsius, time 2 hour. Yields the product CSc1cccc(NC(=O)Cc2ccc(C)cc2)c1. Yield: 0.3%. RXN SMILES: CSc1cccc(N)c1.Cc1ccc(CC(=O)O)cc1.COC1=NC(=NC(=N1)Cl)Cl.CCN(C(C)C)C(C)C.CN(C)C=O>>CSc1cccc(NC(=O)Cc2ccc(C)cc2)c1.